Task: describe an organic reaction: reactants, conditions, products, and yield. Dataset: the Open Reaction Database (ORD), a public repository of structured organic reaction records Starting materials: C(=O)(O)[O-].[Na+] (NaHCO3), C(C=C)OC1=C(CNC(=O)C=2N=C3N(C(=C(C(=C3)C)[C@@H](C(=O)OC)OC(C)(C)C)N3CCC(CC3)(C)CCC=C)C2)C=CC=C1 ((S)-methyl 2-(2-((2-(allyloxy)benzyl)carbamoyl)-5-(4-(but-3-en-1-yl)-4-methylpiperidin-1-yl)-7-methylimidazo[1,2-a]pyridin-6-yl)-2-(tert-butoxy)acetate), CC=1C=CC(=CC1)S(=O)(=O)O (TsOH), [BH4-].[Na+] (NaBH4), O[Li].O (LiOH.H2O). Reagents/catalysts: CC1=CC(=C(C(=C1)C)N2CCN(C2=[Ru](=CC3=C(C=CC=C3)OC(C)C)(Cl)Cl)C4=C(C=C(C=C4C)C)C)C (Hoveyda Grubbs 2nd generation). Solvent: ClCCCl (DCE), O (water). Reaction conditions: time 2 hour. The product is C(C)(C)(C)O[C@H](C(=O)O)C1=C2N3CCC(CCCCCOC=4C=CC=CC4CNC(C4=CN2C(C=C1C)=N4)=O)(CC3)C ((2S)-2-(tert-Butoxy)-2-{4,25-dimethyl-10-oxo-19-oxa-1,7,11,30-tetraazapentacyclo[23.2.2.16,9.02,7.013,18]triaconta-2,4,6(30),8,13(18),14,16-heptaen-3-yl}acetic acid). Yield: 33.3%. RXN SMILES: [CH2:1]([O:4][C:5]1[CH:45]=[CH:44][CH:43]=[CH:42][C:6]=1[CH2:7][NH:8][C:9]([C:11]1[N:12]=[C:13]2[CH:18]=[C:17]([CH3:19])[C:16]([C@H:20]([O:25][C:26]([CH3:29])([CH3:28])[CH3:27])[C:21]([O:23]C)=[O:22])=[C:15]([N:30]3[CH2:35][CH2:34][C:33]([CH2:37][CH2:38]C=C)([CH3:36])[CH2:32][CH2:31]3)[N:14]2[CH:41]=1)=[O:10])[CH:2]=[CH2:3].CC1C=CC(S(O)(=O)=O)=CC=1.[BH4-].[Na+].C([O-])(O)=O.[Na+].O[Li].O>ClCCCl.CC1C=C(C)C(N2C(=[Ru](Cl)(Cl)=CC3C=CC=CC=3OC(C)C)N(C3C(C)=CC(C)=CC=3C)CC2)=C(C)C=1.O>[C:26]([O:25][C@@H:20]([C:16]1[C:17]([CH3:19])=[CH:18][C:13]2=[N:12][C:11]3=[CH:41][N:14]2[C:15]=1[N:30]1[CH2:35][CH2:34][C:33]([CH3:36])([CH2:37][CH2:38][CH2:3][CH2:2][CH2:1][O:4][C:5]2[CH:45]=[CH:44][CH:43]=[CH:42][C:6]=2[CH2:7][NH:8][C:9]3=[O:10])[CH2:32][CH2:31]1)[C:21]([OH:23])=[O:22])([CH3:29])([CH3:27])[CH3:28] |f:2.3,4.5,6.7|. Reported procedure: A solution of (S)-methyl 2-(2-((2-(allyloxy)benzyl)carbamoyl)-5-(4-(but-3-en-1-yl)-4-methylpiperidin-1-yl)-7-methylimidazo[1,2-a]pyridin-6-yl)-2-(tert-butoxy)acetate (0.023 g, 0.037 mmol, 1 equiv) and TsOH (7 mg, 0.037 mmol, 1 equiv) in DCE (19 mL) was heated to 80° C. The Hoveyda Grubbs 2nd generation catalyst (5 mg, 0.007 mmol, 0.2 equiv) was added. The pale green brown solution was stirred for 2 h. Upon cooling to ambient temperature, the reaction was washed with saturated aqueous NaHCO3, dri... RXN SMILES: [CH2:1]([O:5][CH2:6][CH2:7][O:8][C:9]1[CH:14]=[CH:13][C:12]([C:15]2[CH:16]=[CH:17][C:18]3[N:24]([CH2:25][CH:26]=[CH:27][CH3:28])[CH2:23][CH2:22][C:21]([C:29](O)=[O:30])=[CH:20][C:19]=3[CH:32]=2)=[CH:11][CH:10]=1)[CH2:2][CH2:3][CH3:4].S(Cl)(Cl)=O.[CH3:37][N:38]([CH:40]=O)[CH3:39]>>[CH2:1]([O:5][CH2:6][CH2:7][O:8][C:9]1[CH:10]=[CH:11][C:12]([C:15]2[CH:16]=[CH:17][C:18]3[N:24]([CH2:25][CH:26]=[CH:27][CH3:28])[CH2:23][CH2:22][C:21]([C:29]([NH:24][C:18]4[CH:19]=[CH:32][C:15]([CH2:40][N:38]([CH3:37])[CH:39]5[CH2:7][CH2:6][O:5][CH2:1][CH2:2]5)=[CH:16][CH:17]=4)=[O:30])=[CH:20][C:19]=3[CH:32]=2)=[CH:13][CH:14]=1)[CH2:2][CH2:3][CH3:4]. Reaction conditions: time 1 hour. The reactants are C(CCC)OCCOC1=CC=C(C=C1)C=1C=CC2=C(C=C(CCN2CC=CC)C(=O)O)C1 (7-[4-(2-butoxyethoxy)phenyl)-1-crotyl-2,3-dihydro-1-benzazepine-4-carboxylic acid), CN(C)C=O (DMF), S(=O)(Cl)Cl (thionyl chloride). Product: C(CCC)OCCOC1=CC=C(C=C1)C=1C=CC2=C(C=C(CCN2CC=CC)C(=O)NC2=CC=C(C=C2)CN(C2CCOCC2)C)C1 (7-[4-(2-butoxyethoxy)phenyl]-1-crotyl-N-[4-[N-methyl-N-(tetrahydropyran-4-yl)aminomethyl]phenyl]-2,3-dihydro-1-benzazepine-4-carboxamide). Reported procedure: In DMF (3.9 ml) was dissolved 7-[4-(2-butoxyethoxy)phenyl)-1-crotyl-2,3-dihydro-1-benzazepine-4-carboxylic acid (0.20 g). To the solution was added thionyl chloride (82 μl), and the mixture was stirred at room temperature for 1 hour. The solvent was removed under reduced pressure, and a solution of the resulting residue in THF was added dropwise to a solution of 4-[methyl(tetrahydropyranyl-4-yl)aminomethyl]aniline (111 mg) and triethylamine (0.31 ml) in THF (3.3 ml) under ice-cooling, and the mi...